This data is from the Open Reaction Database (ORD), a public repository of structured organic reaction records. The task is: describe an organic reaction: reactants, conditions, products, and yield The reactants are COC(=O)C=1C(=NN(C1CC)C1=CC(=CC=C1)Br)CC (1-(3-bromo-phenyl)-3,5-diethyl-1H-pyrazole-4-carboxylic acid methyl ester), COC(=O)C=1C(=NN(C1CC)C1=CC(=CC=C1)Br)CC (1-(3-bromo-phenyl)-3,5-diethyl-1H-pyrazole-4-carboxylic acid methyl ester), C#CCCCC (hex-1-yne). Reagents/catalysts: [Cu]I (copper(I)iodide), [Pd].C1(=CC=CC=C1)P(C1=CC=CC=C1)C1=CC=CC=C1.C1(=CC=CC=C1)P(C1=CC=CC=C1)C1=CC=CC=C1.C1(=CC=CC=C1)P(C1=CC=CC=C1)C1=CC=CC=C1.C1(=CC=CC=C1)P(C1=CC=CC=C1)C1=CC=CC=C1 (tetrakis-(triphenylphosphine)-palladium). Run in N1CCCCC1 (piperidine), N1CCCCC1 (piperidine). Conditions: temperature 60 celsius, time 30 minute. Yields the product COC(=O)C=1C(=NN(C1CC)C1=CC(=CC=C1)C#CCCCC)CC (3,5-Diethyl-1-(3-hex-1-ynyl-phenyl)-1H-pyrazole-4-carboxylic acid methyl ester). As a reaction SMILES: [CH3:1][O:2][C:3]([C:5]1[C:6]([CH2:19][CH3:20])=[N:7][N:8]([C:12]2[CH:17]=[CH:16][CH:15]=[C:14](Br)[CH:13]=2)[C:9]=1[CH2:10][CH3:11])=[O:4].[CH:21]#[C:22][CH2:23][CH2:24][CH2:25][CH3:26]>N1CCCCC1.[Cu]I.[Pd].C1(P(C2C=CC=CC=2)C2C=CC=CC=2)C=CC=CC=1.C1(P(C2C=CC=CC=2)C2C=CC=CC=2)C=CC=CC=1.C1(P(C2C=CC=CC=2)C2C=CC=CC=2)C=CC=CC=1.C1(P(C2C=CC=CC=2)C2C=CC=CC=2)C=CC=CC=1>[CH3:1][O:2][C:3]([C:5]1[C:6]([CH2:19][CH3:20])=[N:7][N:8]([C:12]2[CH:17]=[CH:16][CH:15]=[C:14]([C:21]#[C:22][CH2:23][CH2:24][CH2:25][CH3:26])[CH:13]=2)[C:9]=1[CH2:10][CH3:11])=[O:4] |f:4.5.6.7.8|. Procedure details: A solution of 4.20 g (10.0 mmol) of 1-(3-bromo-phenyl)-3,5-diethyl-1H-pyrazole-4-carboxylic acid methyl ester (intermediate 1C) in 35 ml of piperidine was treated with 0.19 g (1.0 mmol) of copper(I)iodide and 1.16 g (1.0 mmol) of tetrakis-(triphenylphosphine)-palladium. The reaction mixture was warmed up to 60° C. and after 15 min, a solution of 0.82 g=1.00 ml (10.0 mmol) of hex-1-yne in 15 ml of piperidine was added drop by drop during 1 hour. After 30 min, the oil bath temperature was steadily... Reactants: C1CCOC1, CCN(CC)C(=O)Oc1ccc2cc(-c3ccc(OC)cc3)sc2c1, O=C1CCC(=O)N1Br, O. Product: CCN(CC)C(=O)Oc1ccc2c(Br)c(-c3ccc(OC)cc3)sc2c1. Reaction SMILES: [CH2:35]1[O:36][CH2:37][CH2:38][CH2:39]1.[CH3:9][O:10][c:11]1[cH:12][cH:13][c:14](-[c:17]2[cH:18][c:19]3[c:20]([s:21]2)[cH:22][c:23]([O:26][C:27]([N:28]([CH2:29][CH3:30])[CH2:31][CH3:32])=[O:33])[cH:24][cH:25]3)[cH:15][cH:16]1.[O:1]=[C:2]1[N:3]([Br:8])[C:4](=[O:5])[CH2:6][CH2:7]1.[OH2:34]>>[Br:8][c:18]1[c:17](-[c:14]2[cH:13][cH:12][c:11]([O:10][CH3:9])[cH:16][cH:15]2)[s:21][c:20]2[c:19]1[cH:25][cH:24][c:23]([O:26][C:27]([N:28]([CH2:29][CH3:30])[CH2:31][CH3:32])=[O:33])[cH:22]2. The reactants are Cc1ccccc1-n1c(C)nc2nccnc2c1=O, CC(=O)OC(C)=O, [Cl-], [Cl-], O=Cc1ccccc1F, C1COCCO1, [Zn+2]. Yields the product Cc1ccccc1-n1c(C=Cc2ccccc2F)nc2nccnc2c1=O. As a reaction SMILES: [CH3:1][c:2]1[n:3][c:4]2[n:5][cH:6][cH:7][n:8][c:9]2[c:10](=[O:19])[n:11]1-[c:12]1[c:13]([CH3:18])[cH:14][cH:15][cH:16][cH:17]1.[CH3:29][C:30]([O:31][C:32](=[O:33])[CH3:34])=[O:35].[Cl-:36].[Cl-:38].[F:20][c:21]1[c:22]([CH:23]=[O:24])[cH:25][cH:26][cH:27][cH:28]1.[O:39]1[CH2:40][CH2:41][O:42][CH2:43][CH2:44]1.[Zn+2:37]>>[CH:1]([c:2]1[n:3][c:4]2[n:5][cH:6][cH:7][n:8][c:9]2[c:10](=[O:19])[n:11]1-[c:12]1[c:13]([CH3:18])[cH:14][cH:15][cH:16][cH:17]1)=[CH:23][c:22]1[c:21]([F:20])[cH:28][cH:27][cH:26][cH:25]1.